From a dataset of the Open Reaction Database (ORD), a public repository of structured organic reaction records. describe an organic reaction: reactants, conditions, products, and yield Reactants: ice, C(C1=CC=CC=C1)(=S)O (thiobenzoic acid), C[O-].[Na+] (Sodium methoxide), ClCC#N (chloroacetonitrile). Solvent: C1CCOC1 (THF), CCOCC (ether). Conditions: time 8 hour. Product: C(C1=CC=CC=C1)(=O)SCC#N (S-Cyanomethyl Thiobenzoate). Isolated yield 76.0%. As a reaction SMILES: C[O-].[Na+].[C:4]([OH:12])(=[S:11])[C:5]1[CH:10]=[CH:9][CH:8]=[CH:7][CH:6]=1.Cl[CH2:14][C:15]#[N:16]>C1COCC1.CCOCC>[C:4]([S:11][CH2:14][C:15]#[N:16])(=[O:12])[C:5]1[CH:10]=[CH:9][CH:8]=[CH:7][CH:6]=1 |f:0.1|. Procedure: Sodium methoxide (5.13 g; 0.095 mol) is added with stirring to an ice cold solution of thiobenzoic acid (13.8 g; 0.095 mol) in THF (100 ml). A yellow slurry forms. Next, chloroacetonitrile (6.45 ml; 0.10 mol) is added, and the reaction mixture stirred overnight at room temperature. It is then filtered, and the filtrate concentrated in vacuo to yield a yellow oil. This oil is dissolved in ether, the solution washed with saturated sodium bicarbonate solution, saturated salt solution, dried over so... Reactants: O1CCCC=C1 (dihydropyran), OC1=CC=C(C=C1)C(C(CC)C1=CC=CC=C1)=O (1-(4-hydroxyphenyl)-2-phenylbutan-1-one), [Cl-].[Cl-].[Ca+2] (CaCl2). Solvent: ClCCCl (1,2-dichloroethane). Conditions: temperature 30 celsius, time 1 hour. Yields the product C1(=CC=CC=C1)C(C(=O)C1=CC=C(C=C1)OC1OCCCC1)CC (2-phenyl-1-[4-(tetrahydro-2H-pyran-2-yloxy)phenyl] butan-1-one). Isolated yield 92.5%. As a reaction SMILES: [OH:1][C:2]1[CH:7]=[CH:6][C:5]([C:8](=[O:18])[CH:9]([C:12]2[CH:17]=[CH:16][CH:15]=[CH:14][CH:13]=2)[CH2:10][CH3:11])=[CH:4][CH:3]=1.[O:19]1[CH:24]=[CH:23][CH2:22][CH2:21][CH2:20]1.[Cl-].[Cl-].[Ca+2]>ClCCCl>[C:12]1([CH:9]([CH2:10][CH3:11])[C:8]([C:5]2[CH:4]=[CH:3][C:2]([O:1][CH:20]3[CH2:21][CH2:22][CH2:23][CH2:24][O:19]3)=[CH:7][CH:6]=2)=[O:18])[CH:13]=[CH:14][CH:15]=[CH:16][CH:17]=1 |f:2.3.4|. Procedure: A mixture of compound 8 (908 g, 3.78 mol) in 1,2-dichloroethane (6.36 L) stirred at 30° C. was treated with dihydropyran (1590 g, 18.9 mol) in a single portion. The resulting solution was treated with CaCl2 (83.8 g, 0.76 mmol) in a single portion and the reaction warmed at 70° C. for 16 h. The reaction was filtered through celite and the solid washed with 1,2-dichloroethane (2×900 mL). The filtrate was concentrated by distillation to approximately 5 L and heptane added (9 L). The reaction soluti... Starting materials: CC(=O)O[BH-](OC(C)=O)OC(C)=O, CN1CCN(c2ccc(Nc3ncc4ccc(-c5cncc(C=O)c5)n4n3)cc2)CC1, CS(=O)(=O)CCN, CC(=O)O, ClCCCl, Cl, [Na+]. Product: CN1CCN(c2ccc(Nc3ncc4ccc(-c5cncc(CNCCS(C)(=O)=O)c5)n4n3)cc2)CC1. As a reaction SMILES: [C:44]([O:45][BH-:46]([O:47][C:48](=[O:49])[CH3:50])[O:51][C:52](=[O:53])[CH3:54])(=[O:55])[CH3:56].[CH3:1][N:2]1[CH2:3][CH2:4][N:5]([c:8]2[cH:9][cH:10][c:11]([NH:14][c:15]3[n:16][n:17]4[c:18]([cH:19][n:20]3)[cH:21][cH:22][c:23]4-[c:24]3[cH:25][c:26]([CH:30]=[O:31])[cH:27][n:28][cH:29]3)[cH:12][cH:13]2)[CH2:6][CH2:7]1.[CH3:32][S:33](=[O:34])(=[O:35])[CH2:36][CH2:37][NH2:38].[CH3:40][C:41](=[O:42])[OH:43].[Cl:58][CH2:59][CH2:60][Cl:61].[ClH:39].[Na+:57]>>[CH3:1][N:2]1[CH2:3][CH2:4][N:5]([c:8]2[cH:9][cH:10][c:11]([NH:14][c:15]3[n:16][n:17]4[c:18]([cH:19][n:20]3)[cH:21][cH:22][c:23]4-[c:24]3[cH:25][c:26]([CH2:30][NH:38][CH2:37][CH2:36][S:33]([CH3:32])(=[O:34])=[O:35])[cH:27][n:28][cH:29]3)[cH:12][cH:13]2)[CH2:6][CH2:7]1. Solvent: CN(C)C=O (DMF), CN(C)C=O (DMF), CN(C)C=O (DMF). As a reaction SMILES: [CH2:1]([O:8][C:9]1[CH:14]=[CH:13][C:12]([OH:15])=[CH:11][CH:10]=1)[C:2]1[CH:7]=[CH:6][CH:5]=[CH:4][CH:3]=1.[H-].[Na+].S(C1C=CC(C)=CC=1)(O[CH2:22][CH2:23][O:24][CH:25]1[CH2:29][CH2:28][CH2:27][CH2:26]1)(=O)=O.O>CN(C=O)C>[CH2:1]([O:8][C:9]1[CH:10]=[CH:11][C:12]([O:15][CH2:22][CH2:23][O:24][CH:25]2[CH2:29][CH2:28][CH2:27][CH2:26]2)=[CH:13][CH:14]=1)[C:2]1[CH:3]=[CH:4][CH:5]=[CH:6][CH:7]=1 |f:1.2|. Reactants: S(=O)(=O)(OCCOC1CCCC1)C1=CC=C(C)C=C1 (2-cyclopentyloxyethyl tosylate), O (water), C(C1=CC=CC=C1)OC1=CC=C(C=C1)O (4-benzyloxyphenol), suspension, [H-].[Na+] (NaH). Procedure: A solution of 24 g (0.12 mol) of 4-benzyloxyphenol in 100 cc of DMF is added dropwise to a 50% suspension of 6.2 g (0.132 mol) of NaH in 50 cc of DMF. When the evolution of gas has ended, a solution of 36 g (0.127 mol) of 2-cyclopentyloxyethyl tosylate in 100 cc of DMF is then added. The mixture is stirred for half an hour. It is then heated for 2 hours at 55°-60° C. with stirring. The reaction mixture is poured into iced water. Extraction is carried out with diethyl ether. The ether phase is wa... Product: C(C1=CC=CC=C1)OC1=CC=C(C=C1)OCCOC1CCCC1 (4-(2-Cyclopentyloxyethoxy)-phenol benzyl ether). The reactants are C=1C=CC2=C(C1)NC=C2C. The reagents and catalysts are N=1C=CC(=CC1C=2N=CC=C(C2)C(C)(C)C)C(C)(C)C, O1B(OC(C)(C)C1(C)C)B2OC(C)(C)C(O2)(C)C, O1BOC(C)(C)C1(C)C, C1CC=CCCC=C1.C1CC=CCCC=C1.[Cl-].[Cl-].[Ir].[Ir]. The solvent is O1CCCC1. Conditions: temperature 80 celsius, time 6 hour. The product is O1B(OC(C)(C)C1(C)C)C2=CC=CC=3C(=CNC23)C. Yield: 61.0%. Reactants: [OH-].[Na+] (sodium hydroxide), 25, O=C1C(=C2C(=C(N1)C1=CC=CC=C1)C(C=1C=CC=CC12)=O)C#N (3,9-dihydro-3,9-dioxo-1-phenyl-2H-indeno[2,1-c]pyridine-4-carbonitrile), IC (iodomethane), C([O-])([O-])=O.[K+].[K+] (potassium carbonate). The solvent is O (water), CN(C=O)C (N,N-dimethylformamide). Yields the product CN1C(=C2C(=C(C1=O)C#N)C=1C=CC=CC1C2=O)C2=CC=CC=C2 (3,9-dihydro-2-methyl-3,9-dioxo-1-phenyl-2H-indeno-[2,1-c]pyridine-4-carbonitrile). Reaction SMILES: [O:1]=[C:2]1[NH:7][C:6]([C:8]2[CH:13]=[CH:12][CH:11]=[CH:10][CH:9]=2)=[C:5]2[C:14](=[O:21])[C:15]3[CH:16]=[CH:17][CH:18]=[CH:19][C:20]=3[C:4]2=[C:3]1[C:22]#[N:23].IC.[C:26](=O)([O-])[O-].[K+].[K+].[OH-].[Na+]>O.CN(C)C=O>[CH3:26][N:7]1[C:2](=[O:1])[C:3]([C:22]#[N:23])=[C:4]2[C:20]3[CH:19]=[CH:18][CH:17]=[CH:16][C:15]=3[C:14](=[O:21])[C:5]2=[C:6]1[C:8]1[CH:9]=[CH:10][CH:11]=[CH:12][CH:13]=1 |f:2.3.4,5.6|. Reported procedure: A mixture of 25 parts of 3,9-dihydro-3,9-dioxo-1-phenyl-2H-indeno[2,1-c]pyridine-4-carbonitrile, 114 parts of iodomethane, 115 parts of potassium carbonate, and 475 parts of N,N-dimethylformamide is heated at 85° for 11/4 hours, then diluted with 1500 parts of water, followed by 100 parts of aqueous 5% sodium hydroxide. The deep tan precipitate which forms is filtered off, dried in air, and consecutively recrystallized from a mixture of chloroform and hexane, ethyl acetate, a mixture of ethyl ac... Reactants: [BH4-], CCC(C)(C)c1ccc(C=C(C)C=O)cc1, CO, Cl, [Na+]. The product is CCC(C)(C)c1ccc(C=C(C)CO)cc1. As a reaction SMILES: [BH4-:17].[C:1]([CH3:2])([CH3:3])([CH2:4][CH3:5])[c:6]1[cH:7][cH:8][c:9]([CH:12]=[C:13]([CH:14]=[O:15])[CH3:16])[cH:10][cH:11]1.[CH3:20][OH:21].[ClH:19].[Na+:18]>>[C:1]([CH3:2])([CH3:3])([CH2:4][CH3:5])[c:6]1[cH:7][cH:8][c:9]([CH:12]=[C:13]([CH2:14][OH:15])[CH3:16])[cH:10][cH:11]1.